Dataset: the Open Reaction Database (ORD), a public repository of structured organic reaction records. Task: describe an organic reaction: reactants, conditions, products, and yield Starting materials: Nc1ccc(N2CCN(c3ccncc3)CC2)cc1, O=C1CCC(=O)O1, CN(C)C=O. The product is O=C(O)CCC(=O)Nc1ccc(N2CCN(c3ccncc3)CC2)cc1. Reaction SMILES: [NH2:1][c:2]1[cH:3][cH:4][c:5]([N:8]2[CH2:9][CH2:10][N:11]([c:14]3[cH:15][cH:16][n:17][cH:18][cH:19]3)[CH2:12][CH2:13]2)[cH:6][cH:7]1.[O:20]=[C:21]1[CH2:22][CH2:23][C:24](=[O:25])[O:26]1.[O:27]=[CH:28][N:29]([CH3:30])[CH3:31]>>[NH:1]([c:2]1[cH:3][cH:4][c:5]([N:8]2[CH2:9][CH2:10][N:11]([c:14]3[cH:15][cH:16][n:17][cH:18][cH:19]3)[CH2:12][CH2:13]2)[cH:6][cH:7]1)[C:24]([CH2:23][CH2:22][C:21](=[O:20])[OH:26])=[O:25]. The reactants are CN(CCN(C1=C(C=CC(=C1)[N+](=O)[O-])OC)C(=O)OC(C)(C)C)C (N,N-dimethyl-N'-t-butyloxycarbonyl-N'-(2-methoxy-5-nitrophenyl)ethylenediamine), CC1=C(C=CC(=C1)C=1OC(=NN1)C)C1=CC=C(C=C1)C(=O)O (2'-Methyl-4'-(5-methyl-1,3,4-oxadiazol-2-yl)biphenyl-4-carboxylic acid). Yields the product CN(CCN(C1=C(C=CC(=C1)N)OC)C(=O)OC(C)(C)C)C (N,N-Dimethyl-N'-t-butyloxycarbonyl-N'-(5-amino-2-methoxyphenyl)ethylenediamine). Reaction SMILES: [CH3:1][N:2]([CH3:24])[CH2:3][CH2:4][N:5]([C:17]([O:19][C:20]([CH3:23])([CH3:22])[CH3:21])=[O:18])[C:6]1[CH:11]=[C:10]([N+:12]([O-])=O)[CH:9]=[CH:8][C:7]=1[O:15][CH3:16].CC1C=C(C2OC(C)=NN=2)C=CC=1C1C=CC(C(O)=O)=CC=1>>[CH3:24][N:2]([CH3:1])[CH2:3][CH2:4][N:5]([C:17]([O:19][C:20]([CH3:22])([CH3:21])[CH3:23])=[O:18])[C:6]1[CH:11]=[C:10]([NH2:12])[CH:9]=[CH:8][C:7]=1[O:15][CH3:16]. Reported procedure: The title compound was prepared from N,N-dimethyl-N'-t-butyloxycarbonyl-N'-(2-methoxy-5-nitrophenyl)ethylenediamine (D20, 0.50 g, 0.0015 mol) using the method of Description 2 (0.37 g, 80%). Reactants: C#CCBr, Cc1ccc(O)cc1, [Na+], [OH-], O. The product is C#CCOc1ccc(C)cc1. RXN SMILES: [CH2:11]([C:12]#[CH:13])[Br:14].[CH3:1][c:2]1[cH:3][cH:4][c:5]([OH:6])[cH:7][cH:8]1.[Na+:10].[OH-:9].[OH2:15]>>[CH3:1][c:2]1[cH:3][cH:4][c:5]([O:6][CH2:13][C:12]#[CH:11])[cH:7][cH:8]1. Reactants: C(CCC)NC1=C(C=C2C(=C1)OCO2)[N+](=O)[O-] (2-n-butylamino-4,5-methylenedioxy-1-nitrobenzene), C[O-].[Na+] (sodium methylate). Product: COC(C)CCN.[N+](=O)([O-])C=1C=CC=C(C1)O (2-methoxy-4-n-butylamin 5-nitrophenol). Reported procedure: A solution of 0.03 mol (6.9 g) of 2-n-butylamino-4,5-methylenedioxy-1-nitrobenzene, prepared according to Example 4, in 45 ml of a 30% strength solution of sodium methylate in methanol is brought for 15 minutes to the refluxing temperature of the methanol. Reaction SMILES: C([NH:5][C:6]1[CH:11]=[C:10]2[O:12][CH2:13][O:14][C:9]2=[CH:8][C:7]=1[N+:15]([O-:17])=[O:16])CCC.C[O-].[Na+]>CO>[CH3:13][O:12][CH:10]([CH2:11][CH2:6][NH2:5])[CH3:9].[N+:15]([C:7]1[CH:6]=[CH:11][CH:10]=[C:9]([OH:14])[CH:8]=1)([O-:17])=[O:16] |f:1.2,4.5|. Solvent: CO (methanol), CO (methanol). Yields the product C1(=CC=CC=C1)C=CC=C1C(CCCC1=O)=O (2-(3-Phenylpropenylidene)-1,3-cyclohexanedione). Procedure details: A solution of 11.2 g (0.1 mol) of 1,3-cyclohexanedione in 110 mL of ethanol was stirred at room temperature while 1 mL of piperidine was added followed by the dropwise addition of 13 mL (0.103 mol) of trans-cinnamaldehyde over a 2 min period. The resulting mixture was stirred at room temperature for 2 hr and then in an ice-bath for 1 hr. The resulting yellow slurry was filtered with suction and the solid dried under high vacuum giving 13.9 g (61.5%) of the title dione. Recrystallization of a sam... RXN SMILES: [C:1]1(=[O:8])[CH2:6][CH2:5][CH2:4][C:3](=[O:7])[CH2:2]1.N1CCCCC1.[CH:15](=O)/[CH:16]=[CH:17]/[C:18]1[CH:23]=[CH:22][CH:21]=[CH:20][CH:19]=1>C(O)C>[C:18]1([CH:17]=[CH:16][CH:15]=[C:2]2[C:3](=[O:7])[CH2:4][CH2:5][CH2:6][C:1]2=[O:8])[CH:23]=[CH:22][CH:21]=[CH:20][CH:19]=1. Reactants: C1(CC(CCC1)=O)=O (1,3-cyclohexanedione), N1CCCCC1 (piperidine), C(\C=C\C1=CC=CC=C1)=O (trans-cinnamaldehyde). Reaction conditions: time 2 hour. Run in C(C)O (ethanol). The reactants are BrCCCCOC=1C=C2C=CC(NC2=CC1)=O (6-(4-bromobutoxy)-carbostyril), ClC1=C(C=C(C(=C1)Cl)Cl)S (2,4,5-trichlorothiophenol). Yields the product ClC1=C(C=C(C(=C1)Cl)Cl)SCCCCOC=1C=C2C=CC(NC2=CC1)=O (6-[4-(2,4,5-Trichlorophenyl-mercapto)-butoxy]-carbostyril). As a reaction SMILES: Br[CH2:2][CH2:3][CH2:4][CH2:5][O:6][C:7]1[CH:8]=[C:9]2[C:14](=[CH:15][CH:16]=1)[NH:13][C:12](=[O:17])[CH:11]=[CH:10]2.[Cl:18][C:19]1[CH:24]=[C:23]([Cl:25])[C:22]([Cl:26])=[CH:21][C:20]=1[SH:27]>>[Cl:18][C:19]1[CH:24]=[C:23]([Cl:25])[C:22]([Cl:26])=[CH:21][C:20]=1[S:27][CH2:2][CH2:3][CH2:4][CH2:5][O:6][C:7]1[CH:8]=[C:9]2[C:14](=[CH:15][CH:16]=1)[NH:13][C:12](=[O:17])[CH:11]=[CH:10]2. Procedure details: Prepared analogous to Example 122 from 6-(4-bromobutoxy)-carbostyril (m.p. 198°-199° C.) and 2,4,5-trichlorothiophenol. Starting materials: ClC(C1=CC=C(C(=O)Cl)C=C1)(Cl)Cl (p-trichloromethylbenzoyl chloride), [C-]#N.[K+] (potassium cyanide), C#N (hydrogen cyanide). Reagents/catalysts: CN(CC1=CC=CC=C1)C (dimethylbenzylamine). Run in C(Cl)Cl (methylene chloride), O (water), C(Cl)Cl (methylene chloride). Conditions: time 2 hour. The product is ClC(C1=CC=C(C(=O)C#N)C=C1)(Cl)Cl (p-trichloromethylbenzoyl cyanide). The yield is 48.0%. As a reaction SMILES: [CH:1]#[N:2].[Cl:3][C:4]([Cl:15])([Cl:14])[C:5]1[CH:13]=[CH:12][C:8]([C:9](Cl)=[O:10])=[CH:7][CH:6]=1.[C-]#N.[K+]>C(Cl)Cl.O.CN(C)CC1C=CC=CC=1>[Cl:3][C:4]([Cl:15])([Cl:14])[C:5]1[CH:13]=[CH:12][C:8]([C:9]([C:1]#[N:2])=[O:10])=[CH:7][CH:6]=1 |f:2.3|. Procedure: 50 ml of hydrogen cyanide, dissolved in 150 ml of methylene chloride, are added dropwise at -10° C. to -20° C. to a solution of 275 g of p-trichloromethylbenzoyl chloride and 2 g of dimethylbenzylamine in 1.5 l of methylene chloride. Subsequently, a solution of 60 g of potassium cyanide in 120 ml of water is slowly added dropwise at the same temperature and, finally, the mixture is stirred for a further two hours. The solids which have precipitated are filtered off with suction, the phases are s...